Dataset: the Open Reaction Database (ORD), a public repository of structured organic reaction records. Task: describe an organic reaction: reactants, conditions, products, and yield Reactants: O=C([O-])[O-], CC(C)=O, ClCSc1ccc(Cl)cc1, [I-], [K+], [K+], [Na+], N#Cc1nc2ccc(O)cc2s1. The product is N#Cc1nc2ccc(OCSc3ccc(Cl)cc3)cc2s1. RXN SMILES: [C:23](=[O:24])([O-:25])[O-:26].[CH3:31][C:32](=[O:33])[CH3:34].[Cl:13][c:14]1[cH:15][cH:16][c:17]([S:20][CH2:21][Cl:22])[cH:18][cH:19]1.[I-:30].[K+:27].[K+:28].[Na+:29].[OH:1][c:2]1[cH:3][c:4]2[c:5]([n:6][c:7]([C:9]#[N:10])[s:8]2)[cH:11][cH:12]1>>[O:1]([c:2]1[cH:3][c:4]2[c:5]([n:6][c:7]([C:9]#[N:10])[s:8]2)[cH:11][cH:12]1)[CH2:21][S:20][c:17]1[cH:16][cH:15][c:14]([Cl:13])[cH:19][cH:18]1. The reactants are C(C)C=1C(=NOC1C1=NC=CC=C1)C(=O)O (4-ethyl-5-(pyridin-2-yl)isoxazole-3-carboxylic acid), [Na] (sodium), C=1C=CC2=C(C1)N=NN2O (HOBt), C(C)(C)N(CC)C(C)C (diisopropylethylamine), C(CCl)Cl (EDC), ON=C(N)C1=CC=C(CN2CC(C2)C(=O)OC(C)(C)C)C=C1 (tert-butyl 1-(4-(N′-hydroxycarbamimidoyl)benzyl)azetidine-3-carboxylate), N1=C(C=CC=C1)C1=NOC(=C1C(F)(F)F)C1=NC(=NO1)C1=CC=C(CN2CC(C2)C(=O)O)C=C1 (1-(4-(5-(3-(pyridin-2-yl)-4-(trifluoromethyl)isoxazol-5-yl)-1,2,4-oxadiazol-3-yl)benzyl)azetidine-3-carboxylic acid). Run in C(C)#N (acetonitrile). Conditions: temperature 80 celsius, time 4 hour. Yields the product C(C)C=1C(=NOC1C1=NC=CC=C1)C1=NC(=NO1)C1=CC=C(CN2CC(C2)C(=O)OC(C)(C)C)C=C1 (tert-butyl 1-(4-(5-(4-ethyl-5-(pyridin-2-yl)isoxazol-3-yl)-1,2,4-oxadiazol-3-yl)benzyl)azetidine-3-carboxylate). As a reaction SMILES: [CH2:1]([C:3]1[C:4]([C:14]([OH:16])=O)=[N:5][O:6][C:7]=1[C:8]1[CH:13]=[CH:12][CH:11]=[CH:10][N:9]=1)[CH3:2].[Na].C1C=CC2N(O)N=NC=2C=1.C(N(C(C)C)CC)(C)C.C(Cl)CCl.O[N:42]=[C:43]([C:45]1[CH:62]=[CH:61][C:48]([CH2:49][N:50]2[CH2:53][CH:52]([C:54]([O:56][C:57]([CH3:60])([CH3:59])[CH3:58])=[O:55])[CH2:51]2)=[CH:47][CH:46]=1)[NH2:44].N1C=CC=CC=1C1C(C(F)(F)F)=C(C2ON=C(C3C=CC(CN4CC(C(O)=O)C4)=CC=3)N=2)ON=1>C(#N)C>[CH2:1]([C:3]1[C:4]([C:14]2[O:16][N:44]=[C:43]([C:45]3[CH:46]=[CH:47][C:48]([CH2:49][N:50]4[CH2:51][CH:52]([C:54]([O:56][C:57]([CH3:58])([CH3:60])[CH3:59])=[O:55])[CH2:53]4)=[CH:61][CH:62]=3)[N:42]=2)=[N:5][O:6][C:7]=1[C:8]1[CH:13]=[CH:12][CH:11]=[CH:10][N:9]=1)[CH3:2] |^1:16|. Reported procedure: To a solution of 4-ethyl-5-(pyridin-2-yl)isoxazole-3-carboxylic acid, sodium salt (22 mg), HOBt (27.8 mg, 0.181 mmol), and diisopropylethylamine (0.070 mL, 0.403 mmol) in acetonitrile (1 mL) was added EDC (45.4 mg, 0.237 mmol) and tert-butyl 1-(4-(N′-hydroxycarbamimidoyl)benzyl)azetidine-3-carboxylate, Int. 1 (30.8 mg, 0.101 mmol). The reaction mixture was stirred at 80° C. for 4 h. and then concentrated under reduced pressure. The residue was diluted with ethyl acetate (3 mL), washed with a sat... The reactants are [Al+3], ClCCl, CCCCCC(CC(=O)OCC)c1cccc(OC)c1OC, CC(=O)Cl, [Cl-], [Cl-], [Cl-], O. Product: CCCCCC(CC(=O)OCC)c1cc(C(C)=O)cc(OC)c1OC. Reaction SMILES: [Al+3:2].[CH2:32]([Cl:33])[Cl:34].[CH2:9]([CH3:10])[O:11][C:12]([CH2:13][CH:14]([CH2:15][CH2:16][CH2:17][CH2:18][CH3:19])[c:20]1[c:21]([O:28][CH3:29])[c:22]([O:26][CH3:27])[cH:23][cH:24][cH:25]1)=[O:30].[CH3:5][C:6]([Cl:7])=[O:8].[Cl-:1].[Cl-:3].[Cl-:4].[OH2:31]>>[CH3:5][C:6](=[O:8])[c:24]1[cH:23][c:22]([O:26][CH3:27])[c:21]([O:28][CH3:29])[c:20]([CH:14]([CH2:13][C:12]([O:11][CH2:9][CH3:10])=[O:30])[CH2:15][CH2:16][CH2:17][CH2:18][CH3:19])[cH:25]1.